This data is from the Open Reaction Database (ORD), a public repository of structured organic reaction records. The task is: describe an organic reaction: reactants, conditions, products, and yield The reactants are C1(=CC=CC=C1)N1CCNCC1 (1-phenylpiperazine), N=1NC(=C2CCCCC12)CCC(=O)O (3-(4,5,6,7-tetrahydro-2H-indazol-3-yl)propionic acid), ClC1=CC=C(C=C1)C1CCNCC1 (4-(4-chlorophenyl)piperidine). The product is C1(=CC=CC=C1)N1CCN(CC1)CCCC=1NN=C2C1CCCCC2 (2,4,5,6,7,8-hexahydro-3-(3-(4-phenylpiperazin-1-yl)propyl)cycloheptapyrazole). As a reaction SMILES: [C:1]1([N:7]2[CH2:12][CH2:11][NH:10][CH2:9][CH2:8]2)[CH:6]=[CH:5][CH:4]=[CH:3][CH:2]=1.[N:13]1[NH:14][C:15]([CH2:22][CH2:23][C:24](O)=O)=[C:16]2[C:21]=1[CH2:20][CH2:19][CH2:18][CH2:17]2.Cl[C:28]1C=CC(C2CCNCC2)=CC=1>>[C:1]1([N:7]2[CH2:12][CH2:11][N:10]([CH2:24][CH2:23][CH2:22][C:15]3[NH:14][N:13]=[C:21]4[CH2:20][CH2:19][CH2:18][CH2:17][CH2:28][C:16]=34)[CH2:9][CH2:8]2)[CH:6]=[CH:5][CH:4]=[CH:3][CH:2]=1. Procedure details: In the same manner as in Example 102 except that 3-(2,4,5,6,7,8-hexahydrocycloheptapyrazol-3-yl)propionic acid obtained in Starting Material Synthesis Example 5 and 1-phenylpiperazine are used instead of 3-(4,5,6,7-tetrahydro-2H-indazol-3-yl)propionic acid obtained in Starting Material Synthesis Example 1 and 4-(4-chlorophenyl)piperidine, 2,4,5,6,7,8-hexahydro-3-(3-(4-phenylpiperazin-1-yl)propyl)cycloheptapyrazole is obtained. Starting materials: COc1ccc(OCCOCn2cnc3nc(N)[nH]c(=O)c32)cc1, CC#N, [NH4+], O=[N+]([O-])[O-], O. Yields the product Nc1nc2ncn(COCCO)c2c(=O)[nH]1. Reaction SMILES: [CH3:1][O:2][c:3]1[cH:4][cH:5][c:6]([O:9][CH2:10][CH2:11][O:12][CH2:13][n:14]2[cH:15][n:16][c:17]3[n:18][c:19]([NH2:24])[nH:20][c:21](=[O:23])[c:22]23)[cH:7][cH:8]1.[CH3:30][C:31]#[N:32].[NH4+:25].[O-:26][N+:27](=[O:28])[O-:29].[OH2:33]>>[OH:9][CH2:10][CH2:11][O:12][CH2:13][n:14]1[cH:15][n:16][c:17]2[n:18][c:19]([NH2:24])[nH:20][c:21](=[O:23])[c:22]12. The reactants are C(C)(=O)OCC (ethyl acetate), NC1=C(C(=NN1C1=C(C=C(C=C1Cl)C(F)(F)F)Cl)C#N)S(=O)C(F)(F)F (5-amino-1-(2,6-dichloro-4-trifluoromethylphenyl)-3-cyano-4-trifluoromethylsulfinylpyrazole), C(C1=CC=CC=C1)OC(=O)NCCC(=O)O (benzyloxycarbonyl-beta-alanine), C1(CCCCC1)N=C=NC1CCCCC1 (dicyclohexylcarbodiimide). The reagents and catalysts are CN(C1=CC=NC=C1)C (4-dimethylaminopyridine). The solvent is CCCCCCC.C(C)(=O)OCC (heptane ethyl acetate), O (water), O1CCOCC1 (dioxan). Reaction conditions: temperature 25 celsius, time 24 hour. The product is ClC1=C(C(=CC(=C1)C(F)(F)F)Cl)N1N=C(C(=C1NC(CCNC(=O)OCC1=CC=CC=C1)=O)SC(F)(F)F)C#N (1-(2,6-Dichloro-4-trifluoromethylphenyl)-3-cyano-5-[3-(benzyioxycarbonylamino]-propionylamino)-4-trifluoromethylthiopyrazole). Reaction SMILES: [NH2:1][C:2]1[N:6]([C:7]2[C:12]([Cl:13])=[CH:11][C:10]([C:14]([F:17])([F:16])[F:15])=[CH:9][C:8]=2[Cl:18])[N:5]=[C:4]([C:19]#[N:20])[C:3]=1[S:21]([C:23]([F:26])([F:25])[F:24])=O.[CH2:27]([O:34][C:35]([NH:37][CH2:38][CH2:39][C:40](O)=[O:41])=[O:36])[C:28]1[CH:33]=[CH:32][CH:31]=[CH:30][CH:29]=1.C1(N=C=NC2CCCCC2)CCCCC1.C(OCC)(=O)C>O1CCOCC1.CN(C)C1C=CN=CC=1.CCCCCCC.C(OCC)(=O)C.O>[Cl:18][C:8]1[CH:9]=[C:10]([C:14]([F:17])([F:16])[F:15])[CH:11]=[C:12]([Cl:13])[C:7]=1[N:6]1[C:2]([NH:1][C:40](=[O:41])[CH2:39][CH2:38][NH:37][C:35]([O:34][CH2:27][C:28]2[CH:29]=[CH:30][CH:31]=[CH:32][CH:33]=2)=[O:36])=[C:3]([S:21][C:23]([F:26])([F:25])[F:24])[C:4]([C:19]#[N:20])=[N:5]1 |f:6.7|. Reported procedure: To a solution of 5-amino-1-(2,6-dichloro-4-trifluoromethylphenyl)-3-cyano-4-trifluoromethylsulfinylpyrazole (1.0 g, 2.29 mmol) in dioxan, benzyloxycarbonyl-beta-alanine (0.56 g, 2.5 mmol), dicyclohexylcarbodiimide (0.61 g, 2.9 mmol) and 4-dimethylaminopyridine (0.06 g, 0.46 mmol) were added. The mixture was stirred at 25° C. for 24 hours. After extractive workup (ethyl acetate, water) and column chromatography with heptane-ethyl acetate (1:1) the title product was obtained (0.81 g). Reactants: OC=1C=C(C=CC1)CCCN1C(C2=CC=CC=C2C1=O)=O (2-[3-(3-hydroxyphenyl)propyl]isoindole-1,3-dione), ClC1=CC=C(CO)C=C1 (4-chlorobenzylalcohol), EtOAc-hexanes. Product: C1(NC(C2=CC=CC=C12)=O)=O (isoindoline-1,3-dione). RXN SMILES: OC1C=C(CCC[N:11]2[C:19](=[O:20])[C:18]3[C:13](=[CH:14][CH:15]=[CH:16][CH:17]=3)[C:12]2=[O:21])C=CC=1.ClC1C=CC(CO)=CC=1>>[C:12]1(=[O:21])[C:13]2[C:18](=[CH:17][CH:16]=[CH:15][CH:14]=2)[C:19](=[O:20])[NH:11]1. Procedure details: Mitsunobu coupling of phenol 58 with 4-chlorobenzylalcohol followed by flash chromatography (5 to 30% EtOAc-hexanes gradient) gave 2434344-chlorobenzyloxy)phenyl)propyl)isoindoline-1,3-dione as a colorless oil. Yield (2.82 g, 71%). 1H NMR (400 MHz, CDCl3) δ 7.79-7.82 (m, 2H), 7.67-7.69 (m, 2H), 7.31-7.38 (m, 4H), 7.15 (t, J=8.0 Hz, 1H), 6.79-6.81 (m, 2H), 6.70-6.73 (m, 1H), 4.99 (s, 2H), 3.72 (t, J=7.2 Hz, 2H), 2.65 (t, J=8.0 Hz, 2H), 2.02 (dddd, J=7.2 Hz, 2H). Starting materials: CC(C)(C)c1cc(Nc2cccc(C(=O)O)c2)cc(C(C)(C)C)c1O, CC(=O)OC(C)=O, O, c1ccncc1. Reaction SMILES: [C:1]([CH3:2])([CH3:3])([CH3:4])[c:5]1[cH:6][c:7]([NH:8][c:9]2[cH:10][c:11]([C:12](=[O:13])[OH:14])[cH:15][cH:16][cH:17]2)[cH:18][c:19]([C:22]([CH3:23])([CH3:24])[CH3:25])[c:20]1[OH:21].[CH3:26][C:27](=[O:28])[O:29][C:30](=[O:31])[CH3:32].[OH2:39].[cH:33]1[cH:34][cH:35][n:36][cH:37][cH:38]1>>[C:1]([CH3:2])([CH3:3])([CH3:4])[c:5]1[cH:6][c:7]([N:8]([c:9]2[cH:10][c:11]([C:12](=[O:13])[OH:14])[cH:15][cH:16][cH:17]2)[C:27]([CH3:26])=[O:28])[cH:18][c:19]([C:22]([CH3:23])([CH3:24])[CH3:25])[c:20]1[OH:21]. The product is CC(=O)N(c1cccc(C(=O)O)c1)c1cc(C(C)(C)C)c(O)c(C(C)(C)C)c1.